Dataset: the Open Reaction Database (ORD), a public repository of structured organic reaction records. Task: describe an organic reaction: reactants, conditions, products, and yield Starting materials: C(C1=CC=CC=C1)OC1=CC=C(C=C1)C1=CC=C(C=C1)CC=1C(=NNC1C)O[C@H]1[C@H](OC(C)=O)[C@@H](OC(C)=O)[C@H](OC(C)=O)[C@H](O1)COC(C)=O (4-({4-[4-(benzyloxy)phenyl]phenyl}methyl)-5-methyl-3-(2,3,4,6-tetra-O-acetyl-β-D-glucopyranosyloxy)-1H-pyrazole). Reagents/catalysts: [C].[Pd] (palladium-carbon). Run in CO (methanol). Run at time 11 hour. Product: OC1=CC=C(C=C1)C1=CC=C(C=C1)CC=1C(=NNC1C)O[C@H]1[C@H](OC(C)=O)[C@@H](OC(C)=O)[C@H](OC(C)=O)[C@H](O1)COC(C)=O (4-{[4-(4-hydroxyphenyl)phenyl]methyl}-5-methyl-3-(2,3,4,6-tetra-O-acetyl-β-D-glucopyranosyloxy)-1H-pyrazole). The yield is 58.2%. As a reaction SMILES: C([O:8][C:9]1[CH:14]=[CH:13][C:12]([C:15]2[CH:20]=[CH:19][C:18]([CH2:21][C:22]3[C:23]([O:28][C@@H:29]4[O:46][C@H:45]([CH2:47][O:48][C:49](=[O:51])[CH3:50])[C@@H:40]([O:41][C:42](=[O:44])[CH3:43])[C@H:35]([O:36][C:37](=[O:39])[CH3:38])[C@H:30]4[O:31][C:32](=[O:34])[CH3:33])=[N:24][NH:25][C:26]=3[CH3:27])=[CH:17][CH:16]=2)=[CH:11][CH:10]=1)C1C=CC=CC=1>CO.[C].[Pd]>[OH:8][C:9]1[CH:10]=[CH:11][C:12]([C:15]2[CH:20]=[CH:19][C:18]([CH2:21][C:22]3[C:23]([O:28][C@@H:29]4[O:46][C@H:45]([CH2:47][O:48][C:49](=[O:51])[CH3:50])[C@@H:40]([O:41][C:42](=[O:44])[CH3:43])[C@H:35]([O:36][C:37](=[O:39])[CH3:38])[C@H:30]4[O:31][C:32](=[O:34])[CH3:33])=[N:24][NH:25][C:26]=3[CH3:27])=[CH:17][CH:16]=2)=[CH:13][CH:14]=1 |f:2.3|. Procedure: To a solution of 4-({4-[4-(benzyloxy)phenyl]phenyl}methyl)-5-methyl-3-(2,3,4,6-tetra-O-acetyl-β-D-glucopyranosyloxy)-1H-pyrazole (0.14 g) in methanol (3 mL) was added 10% palladium-carbon powder (0.030 g), and the mixture was stirred at room temperature under a hydrogen atmosphere for 11 hours. Insoluble materials were removed by filtration, and the solvent of the filtrate was removed under reduced pressure. The residue was purified by column chromatography on aminopropyl silica gel (eluent: hex... Reactants: BrC1=C(N=C(S1)NC(=O)NCC1=CC(=CC=C1)F)CN(C(=O)C=1C(=NOC1C)C)C (3,5-dimethyl-isoxazole-4-carboxylic acid {5-bromo-2-[3-(3-fluoro-benzyl)-ureido]-thiazol-4-ylmethyl}-methyl-amide), C(#N)[Cu] (CuCN), [C-]#N.[K+] (KCN). Solvent: CN(C)C=O (DMF), CCOC(=O)C (EtOAc). The product is C(#N)C1=C(N=C(S1)NC(=O)NCC1=CC(=CC=C1)F)CN(C(=O)C=1C(=NOC1C)C)C (3,5-dimethyl-isoxazole-4-carboxylic acid {5-cyano-2-[3-(3-fluoro-benzyl)-ureido]-thiazol-4-ylmethyl}-methyl-amide). Reaction SMILES: Br[C:2]1[S:6][C:5]([NH:7][C:8]([NH:10][CH2:11][C:12]2[CH:17]=[CH:16][CH:15]=[C:14]([F:18])[CH:13]=2)=[O:9])=[N:4][C:3]=1[CH2:19][N:20]([CH3:30])[C:21]([C:23]1[C:24]([CH3:29])=[N:25][O:26][C:27]=1[CH3:28])=[O:22].[C:31]([Cu])#[N:32].[C-]#N.[K+]>CN(C=O)C.CCOC(C)=O>[C:31]([C:2]1[S:6][C:5]([NH:7][C:8]([NH:10][CH2:11][C:12]2[CH:17]=[CH:16][CH:15]=[C:14]([F:18])[CH:13]=2)=[O:9])=[N:4][C:3]=1[CH2:19][N:20]([CH3:30])[C:21]([C:23]1[C:24]([CH3:29])=[N:25][O:26][C:27]=1[CH3:28])=[O:22])#[N:32] |f:2.3|. Procedure details: Example: A mixture of 3,5-dimethyl-isoxazole-4-carboxylic acid {5-bromo-2-[3-(3-fluoro-benzyl)-ureido]-thiazol-4-ylmethyl}-methyl-amide (Ex. 151) (100 mg, 0.2 mmol), CuCN (180 mg, 2.0 mmol) and KCN (13 mg, 0.2 mmol) in DMF (1 mL) was heated to 120 C for 5 hours. Upon cooling the mix was diluted with EtOAc (50 mL), filtered, washed with brine, dried and evaporated. Flash chromatography afforded 3,5-dimethyl-isoxazole-4-carboxylic acid {5-cyano-2-[3-(3-fluoro-benzyl)-ureido]-thiazol-4-ylmethyl}-me...